Dataset: the Open Reaction Database (ORD), a public repository of structured organic reaction records. Task: describe an organic reaction: reactants, conditions, products, and yield Starting materials: Cl.COC([C@@H](N)CC1=CC=C(C=C1)OCC1=C(C=CC=C1Cl)Cl)=O (O-(2,6-dichlorobenzyl)-L-tyrosine methyl ester hydrochloride), OC1=C(C(=O)O)C=CC=N1 (2-hydroxynicotinic acid), 60V. The product is OC1=C(C(=O)N[C@@H](CC2=CC=C(C=C2)OCC2=C(C=CC=C2Cl)Cl)C(=O)O)C=CC=N1 (N-(2-Hydroxynicotinoyl)-O-(2,6-dichlorobenzyl)-L-tyrosine). RXN SMILES: Cl.C[O:3][C:4](=[O:24])[C@H:5]([CH2:7][C:8]1[CH:13]=[CH:12][C:11]([O:14][CH2:15][C:16]2[C:21]([Cl:22])=[CH:20][CH:19]=[CH:18][C:17]=2[Cl:23])=[CH:10][CH:9]=1)[NH2:6].[OH:25][C:26]1[N:34]=[CH:33][CH:32]=[CH:31][C:27]=1[C:28](O)=[O:29]>>[OH:25][C:26]1[N:34]=[CH:33][CH:32]=[CH:31][C:27]=1[C:28]([NH:6][C@H:5]([C:4]([OH:3])=[O:24])[CH2:7][C:8]1[CH:13]=[CH:12][C:11]([O:14][CH2:15][C:16]2[C:21]([Cl:22])=[CH:20][CH:19]=[CH:18][C:17]=2[Cl:23])=[CH:10][CH:9]=1)=[O:29] |f:0.1|. Reported procedure: from O-(2,6-dichlorobenzyl)-L-tyrosine methyl ester hydrochloride and 2-hydroxynicotinic acid. δH (DMSO-d6) 10.15 (1H, d, J 7.4 Hz), 8.31 (1H, dd, J 7.1, 2.0 Hz), 7.71 (1H, br s), 7.65-7.45 (3H, m), 7.16 (2H, d, J 8.4 Hz), 6.97 (2H, d, J 8.4 Hz), 6.46 (1H, t, J 6.8 Hz), 5.17 (2H, s), 4.68 (1H, m), 3.2-3.0 (2H, m); m/z (ESI, 60V) 461 (MH+). The reactants are yellow solid, ClC1=CC(=C(C=C1)C1=NC2=C(N1CC=1C=C(C(=O)O)C=CC1)C=C(C(=C2)F)F)OCC2CCCC2 (3-[2-(4-Chloro-2-cyclopentylmethoxy-phenyl)-5,6-difluoro-benzoimidazol-1-ylmethyl]-benzoic acid), C=1(C(=CC=CC1)N)N (benzene-1,2-diamine), BrC1=C(C(=O)O)C=CC(=C1)Cl (2-bromo-4-chloro-benzoic acid). Product: BrC1=C(C=CC(=C1)Cl)C1=NC2=C(N1)C=CC=C2 (2-(2-Bromo-4-chloro-phenyl)-1H-benzoimidazole). Reaction SMILES: [Cl:1][C:2]1[CH:7]=[CH:6][C:5]([C:8]2[N:12](CC3C=C(C=CC=3)C(O)=O)[C:11]3[CH:23]=[C:24](F)[C:25](F)=[CH:26][C:10]=3[N:9]=2)=[C:4](OCC2CCCC2)[CH:3]=1.C1(N)C(N)=CC=CC=1.[Br:44]C1C=C(Cl)C=CC=1C(O)=O>>[Br:44][C:4]1[CH:3]=[C:2]([Cl:1])[CH:7]=[CH:6][C:5]=1[C:8]1[NH:12][C:11]2[CH:23]=[CH:24][CH:25]=[CH:26][C:10]=2[N:9]=1. Procedure: The title compound was prepared in analogy to Example 19, intermediate c, from benzene-1,2-diamine (CAS Reg. No. 76179-40-3) and 2-bromo-4-chloro-benzoic acid (CAS Reg. No. 936-08-3). Light yellow solid (92%). MS (Turbo Spray): m/z=308.8 (M+H). Reactants: CC(C)(C)OC(=O)C(C)(C)Oc1cccc(CCCN2C(=O)c3ccccc3C2=O)c1, CCO, NN, O. Product: CC(C)(C)OC(=O)C(C)(C)Oc1cccc(CCCN)c1. Reaction SMILES: [C:1]1(=[O:2])[N:5]([CH2:6][CH2:7][CH2:8][c:9]2[cH:10][c:11]([O:12][C:13]([C:14](=[O:15])[O:16][C:17]([CH3:18])([CH3:19])[CH3:20])([CH3:21])[CH3:22])[cH:23][cH:24][cH:25]2)[C:3](=[O:4])[c:26]2[cH:27][cH:28][cH:29][cH:30][c:31]21.[CH3:35][CH2:36][OH:37].[NH2:33][NH2:34].[OH2:32]>>[NH2:5][CH2:6][CH2:7][CH2:8][c:9]1[cH:10][c:11]([O:12][C:13]([C:14](=[O:15])[O:16][C:17]([CH3:18])([CH3:19])[CH3:20])([CH3:21])[CH3:22])[cH:23][cH:24][cH:25]1. Starting materials: CC=1C=C(N)C=CC1[N+](=O)[O-] (3-methyl-4-nitroaniline), CC1=C2C(C(NC2=CC=C1[N+](=O)[O-])=O)=O (4-methyl-5-nitro-1H-indole-2,3-dione), C1=CC(=CC=C1NN)S(=O)(=O)N.Cl (4-sulfonamidophenylhydrazine hydrochloride). The product is CC1=C2C(C(NC2=CC=C1[N+](=O)[O-])=O)=O (4-Methyl-5-nitro-1H-indole-2,3-dione), CNS(=O)(=O)C1=CC=C(C=C1)NN=C1C(NC2=CC=C(C(=C12)C)[N+](=O)[O-])=O (N-Methyl-4-[N′-(4-methyl-5-nitro-2-oxo-1,2-dihydro-indol-3-ylidene)-hydrazino]-benzenesulfonamide). As a reaction SMILES: [CH3:1]C1C=C(C=CC=1[N+]([O-])=O)N.[CH3:12][C:13]1[C:21]([N+:22]([O-:24])=[O:23])=[CH:20][CH:19]=[C:18]2[C:14]=1[C:15](=[O:26])[C:16](=[O:25])[NH:17]2.[CH:27]1[C:32]([NH:33][NH2:34])=[CH:31][CH:30]=[C:29]([S:35]([NH2:38])(=[O:37])=[O:36])[CH:28]=1.Cl>>[CH3:12][C:13]1[C:21]([N+:22]([O-:24])=[O:23])=[CH:20][CH:19]=[C:18]2[C:14]=1[C:15](=[O:26])[C:16](=[O:25])[NH:17]2.[CH3:1][NH:38][S:35]([C:29]1[CH:28]=[CH:27][C:32]([NH:33][N:34]=[C:15]2[C:14]3[C:18](=[CH:19][CH:20]=[C:21]([N+:22]([O-:24])=[O:23])[C:13]=3[CH3:12])[NH:17][C:16]2=[O:25])=[CH:31][CH:30]=1)(=[O:36])=[O:37] |f:2.3|. Procedure: 4-Methyl-5-nitro-1H-indole-2,3-dione was prepared from 3-methyl-4-nitroaniline according to Procedure A: 1H NMR (DMSO-d6): δ11.5 (s, 1H), 8.2 (d, 1H), 6.8 (d, 1H), 2.7 (s, 3H); APCI−MS m/z 205 (M−H)−. The title compound was prepared in 84% yield from 4-methyl-5-nitro-1H-indole-2,3-dione and 4-sulfonamidophenylhydrazine hydrochloride according to Procedure G: 1H NMR (DMSO-d6): δ13.0 (s, 1H), 11.6 (s, 1H), 7.9 (d,1H), 7.7 (d, 2H), 7.6 (d, 2H), 7.3 (q, 1H), 6.9 (d, 1H), 2.8 (s, 3H), 2.4 (d, 3H); AP... The reactants are CN(CCC1(CCN(CC1)C(=O)OC(C)(C)C)C(NC1=CC(=CC=C1)OC(N(C)C)=O)=O)C (tert-butyl 4-(2-(dimethylamino)ethyl)-4-(3-(dimethylcarbamoyloxy)phenylcarbamoyl)piperidine-1-carboxylate), C(=O)(C(F)(F)F)O (TFA). The solvent is C(Cl)Cl (CH2Cl2). Yields the product CN(C(OC1=CC(=CC=C1)NC(=O)C1(CCNCC1)CCN(C)C)=O)C (3-(4-(2-(dimethylamino)ethyl)piperidine-4-carboxamido)phenyl dimethylcarbamate). Reaction SMILES: [CH3:1][N:2]([CH3:33])[CH2:3][CH2:4][C:5]1([C:18](=[O:32])[NH:19][C:20]2[CH:25]=[CH:24][CH:23]=[C:22]([O:26][C:27](=[O:31])[N:28]([CH3:30])[CH3:29])[CH:21]=2)[CH2:10][CH2:9][N:8](C(OC(C)(C)C)=O)[CH2:7][CH2:6]1.C(O)(C(F)(F)F)=O>C(Cl)Cl>[CH3:30][N:28]([CH3:29])[C:27](=[O:31])[O:26][C:22]1[CH:23]=[CH:24][CH:25]=[C:20]([NH:19][C:18]([C:5]2([CH2:4][CH2:3][N:2]([CH3:33])[CH3:1])[CH2:10][CH2:9][NH:8][CH2:7][CH2:6]2)=[O:32])[CH:21]=1. Procedure details: Crude tert-butyl 4-(2-(dimethylamino)ethyl)-4-(3-(dimethylcarbamoyloxy)phenylcarbamoyl)piperidine-1-carboxylate from step C was treated with 1:1 TFA:CH2Cl2 (1.5 mL) for 45 min. The reaction was concentrated under vacuum, and the residue was purified by prep HPLC (30×100 mm C18 column, 0-50% MeOH:H2O (0.1% TFA), 12 min., 45 mL/min.) and lyophized to give impure title compound (173 mg) as the TFA salt. MS (ES+) [M+H]+=363. Starting materials: [OH-].[Na+] (sodium hydroxide), C(C)OC1=C2C(C(=C(NC2=CC=N1)C)C(=O)OCCC#N)C=1C=CC=C2C(C=C(OC12)C)=O (2-Cyanoethyl 5-ethoxy-2-methyl-4-(2-methyl-4-oxo-4H-chromen-8-yl)-1,4-dihydro-1,6-naphthyridine-3-carboxylate), C(C)OCC (diethyl ether). Run in COCCOC.O (1,2-dimethoxyethane water). Reaction conditions: time 1 hour. Yields the product C(C)OC1=C2C(C(=C(NC2=CC=N1)C)C(=O)O)C=1C=CC=C2C(C=C(OC12)C)=O (5-Ethoxy-2-methyl-4-(2-methyl-4-oxo-4H-chromen-8-yl)-1,4-dihydro-1,6-naphthyridine-3-carboxylic acid). As a reaction SMILES: [CH2:1]([O:3][C:4]1[N:13]=[CH:12][CH:11]=[C:10]2[C:5]=1[CH:6]([C:22]1[CH:23]=[CH:24][CH:25]=[C:26]3[C:31]=1[O:30][C:29]([CH3:32])=[CH:28][C:27]3=[O:33])[C:7]([C:15]([O:17]CCC#N)=[O:16])=[C:8]([CH3:14])[NH:9]2)[CH3:2].[OH-].[Na+].C(OCC)C>COCCOC.O>[CH2:1]([O:3][C:4]1[N:13]=[CH:12][CH:11]=[C:10]2[C:5]=1[CH:6]([C:22]1[CH:23]=[CH:24][CH:25]=[C:26]3[C:31]=1[O:30][C:29]([CH3:32])=[CH:28][C:27]3=[O:33])[C:7]([C:15]([OH:17])=[O:16])=[C:8]([CH3:14])[NH:9]2)[CH3:2] |f:1.2,4.5|. Procedure details: 270 mg (0.61 mmol) of the compound from Example 32A are dissolved in 15 ml of 1,2-dimethoxyethane/water (2:1 v/v), 1.21 ml (1.21 mmol) of 1 N sodium hydroxide solution are added, and the mixture is stirred at room temperature for 1 h. 30 ml of diethyl ether are then added to the reaction mixture. The aqueous phase is separated off and acidified with 1 N hydrochloric acid. The resulting precipitate is filtered off and washed with water and a little diethyl ether. Drying in vacuo at 40° C. results... Isolated yield 15.8%. Conditions: time 4 hour. Product: C(=C=C)OC1=C(C=CC=C1)S(=O)(=O)N (2-allenyloxyphenylsulfonamide). Procedure: 4.4 g of potassium tert-butylate are added in portions to a solution of 6.33 g of 2-propynyloxyphenylsulfonamide and 40 ml of dimethyl sulfoxide such that the temperature does not exceed 28° C. The reaction mixture is stirred for 4 hours at 20°-25° C. and, after addition of ice-water, adjusted to pH 7 by the dropwise addition of dilute hydrochloric acid and extracted with ethyl acetate. The organic phase is washed with water and brine, dried over sodium sulfate and concentrated by evaporation. T... Run in CS(=O)C (dimethyl sulfoxide). As a reaction SMILES: CC([O-])(C)C.[K+].[C:7]([O:10][C:11]1[CH:16]=[CH:15][CH:14]=[CH:13][C:12]=1[S:17]([NH2:20])(=[O:19])=[O:18])#[C:8][CH3:9].Cl>CS(C)=O>[CH:7]([O:10][C:11]1[CH:16]=[CH:15][CH:14]=[CH:13][C:12]=1[S:17]([NH2:20])(=[O:18])=[O:19])=[C:8]=[CH2:9] |f:0.1|. Starting materials: Cl (hydrochloric acid), CC(C)(C)[O-].[K+] (potassium tert-butylate), C(#CC)OC1=C(C=CC=C1)S(=O)(=O)N (2-propynyloxyphenylsulfonamide), ice water. The reactants are CC(C)O, Nc1ccc(OCc2ccccc2F)c(Cl)c1, Clc1ncnc2ccsc12. The product is Cl, Fc1ccccc1COc1ccc(Nc2ncnc3ccsc23)cc1Cl. As a reaction SMILES: [CH3:28][CH:29]([OH:30])[CH3:31].[Cl:11][c:12]1[cH:13][c:14]([NH2:15])[cH:16][cH:17][c:18]1[O:19][CH2:20][c:21]1[c:22]([F:27])[cH:23][cH:24][cH:25][cH:26]1.[Cl:1][c:2]1[c:3]2[c:4]([n:5][cH:6][n:7]1)[cH:8][cH:9][s:10]2>>[ClH:1].[c:2]1([NH:15][c:14]2[cH:13][c:12]([Cl:11])[c:18]([O:19][CH2:20][c:21]3[c:22]([F:27])[cH:23][cH:24][cH:25][cH:26]3)[cH:17][cH:16]2)[c:3]2[c:4]([n:5][cH:6][n:7]1)[cH:8][cH:9][s:10]2. Starting materials: N#Cc1ccc(C(=O)O)cc1, Cc1cccc(-c2sc(C)nc2C(=O)N2CC3CC3C2CN)c1. The product is Cc1cccc(-c2sc(C)nc2C(=O)N2CC3CC3C2CNC(=O)c2ccc(C#N)cc2)c1. RXN SMILES: [C:24](#[N:25])[c:26]1[cH:27][cH:28][c:29]([C:30](=[O:31])[OH:32])[cH:33][cH:34]1.[NH2:1][CH2:2][CH:3]1[CH:4]2[CH2:5][CH:6]2[CH2:7][N:8]1[C:9](=[O:10])[c:11]1[n:12][c:13]([CH3:23])[s:14][c:15]1-[c:16]1[cH:17][c:18]([CH3:22])[cH:19][cH:20][cH:21]1>>[NH:1]([CH2:2][CH:3]1[CH:4]2[CH2:5][CH:6]2[CH2:7][N:8]1[C:9](=[O:10])[c:11]1[n:12][c:13]([CH3:23])[s:14][c:15]1-[c:16]1[cH:17][c:18]([CH3:22])[cH:19][cH:20][cH:21]1)[C:30]([c:29]1[cH:28][cH:27][c:26]([C:24]#[N:25])[cH:34][cH:33]1)=[O:31].